This data is from the Open Reaction Database (ORD), a public repository of structured organic reaction records. The task is: describe an organic reaction: reactants, conditions, products, and yield Starting materials: ClCCCCOC1=CC=CC=2C(OC(NC21)=O)(C)C (8-(4-chlorobutoxy)-4,4-dimethyl-4H-3,1-benzoxazin-2-one), COC=1C=C(C=CC1OC)S (3,4-dimethoxy-thiophenol). The product is COC=1C=C(C=CC1OC)SCCCCOC1=CC=CC=2C(OC(NC21)=O)(C)C (8-[4-(3,4-Dimethoxy-phenylmercapto)-butoxy]-4,4-dimethyl-4H-3,1-benzoxazin-2-one). RXN SMILES: Cl[CH2:2][CH2:3][CH2:4][CH2:5][O:6][C:7]1[C:16]2[NH:15][C:14](=[O:17])[O:13][C:12]([CH3:19])([CH3:18])[C:11]=2[CH:10]=[CH:9][CH:8]=1.[CH3:20][O:21][C:22]1[CH:23]=[C:24]([SH:30])[CH:25]=[CH:26][C:27]=1[O:28][CH3:29]>>[CH3:20][O:21][C:22]1[CH:23]=[C:24]([S:30][CH2:2][CH2:3][CH2:4][CH2:5][O:6][C:7]2[C:16]3[NH:15][C:14](=[O:17])[O:13][C:12]([CH3:19])([CH3:18])[C:11]=3[CH:10]=[CH:9][CH:8]=2)[CH:25]=[CH:26][C:27]=1[O:28][CH3:29]. Reported procedure: Prepared analogously to Example 1 from 8-(4-chlorobutoxy)-4,4-dimethyl-4H-3,1-benzoxazin-2-one and 3,4-dimethoxy-thiophenol. The reactants are CCOC(=O)c1c[nH]c(C#N)c1-c1ccc([N+](=O)[O-])c(F)c1, CCO, CO, [Cl-], [Fe], [NH4+], O. Product: CCOC(=O)c1c[nH]c(C#N)c1-c1ccc(N)c(F)c1. Reaction SMILES: [C:3](#[N:4])[c:5]1[c:6](-[c:15]2[cH:16][c:17]([F:24])[c:18]([N+:21]([O-:22])=[O:23])[cH:19][cH:20]2)[c:7]([C:10](=[O:11])[O:12][CH2:13][CH3:14])[cH:8][nH:9]1.[CH3:25][CH2:26][OH:27].[CH3:29][OH:30].[Cl-:1].[Fe:31].[NH4+:2].[OH2:28]>>[C:3](#[N:4])[c:5]1[c:6](-[c:15]2[cH:16][c:17]([F:24])[c:18]([NH2:21])[cH:19][cH:20]2)[c:7]([C:10](=[O:11])[O:12][CH2:13][CH3:14])[cH:8][nH:9]1. The reactants are C(C=C)NC=1C=C(C=CC1)CC(=O)O (3-(allylamino)phenylacetic acid), C(C(O)C)(=O)O (lactic acid), C=1(C(=CC=CC1)S(=O)(=O)O)C (toluenesulfonic acid). Solvent: C1(=CC=CC=C1)C (toluene). Product: C(C=C)NC=1C=C(C=CC1)CC(=O)OC(C)C(=O)O (1-carboxyethyl 3-(allylamino)phenylacetate). Reaction SMILES: [CH2:1]([NH:4][C:5]1[CH:6]=[C:7]([CH2:11][C:12]([OH:14])=[O:13])[CH:8]=[CH:9][CH:10]=1)[CH:2]=[CH2:3].[C:15]([OH:20])(=[O:19])[CH:16]([CH3:18])O.C1(C)C(S(O)(=O)=O)=CC=CC=1>C1(C)C=CC=CC=1>[CH2:1]([NH:4][C:5]1[CH:6]=[C:7]([CH2:11][C:12]([O:14][CH:16]([C:15]([OH:20])=[O:19])[CH3:18])=[O:13])[CH:8]=[CH:9][CH:10]=1)[CH:2]=[CH2:3]. Procedure: A flask containing 10.0 g. 3-(allylamino)phenylacetic acid, 3.3 g. lactic acid, 500 mg. toluenesulfonic acid and 500 ml. toluene equipped with a Soxhlet extractor charged with activated 4 Å Linde molecular sieves. The solution is refluxed for 24 hours during which time the Soxhlet extractor is charged twice more with fresh sieves. The hot solution is filtered and left to cool, whereupon 1-carboxyethyl 3-(allylamino)phenylacetate separates as off-white crystals. Starting materials: OC1CC(CCC2=C1C=CC=C2)NCC2=CC=CC=C2 (5ξ-hydroxy-7-benzylamino-6,7,8,9-tetrahydro [5H] benzocycloheptene). The solvent is C(C)O (ethanol). Reaction conditions: temperature 80 celsius. The product is OC1CC(CCC2=C1C=CC=C2)N (5ξ-hydroxy-7-amino-6,7,8,9-tetrahydro [5 H] benzocycloheptene). Isolated yield 103.0%. Reaction SMILES: [OH:1][CH:2]1[C:8]2[CH:9]=[CH:10][CH:11]=[CH:12][C:7]=2[CH2:6][CH2:5][CH:4]([NH:13]CC2C=CC=CC=2)[CH2:3]1>C(O)C>[OH:1][CH:2]1[C:8]2[CH:9]=[CH:10][CH:11]=[CH:12][C:7]=2[CH2:6][CH2:5][CH:4]([NH2:13])[CH2:3]1. Procedure: 8 g of 10% palladized carbon were added to a mixture of 8.2 g of the product of Step B in 250 ml of absolute ethanol and the mixture was heated to 80° C. under a hydrogen atmosphere for 30 minutes. The mixture was filtered and the filter was washed with ethanol. The filtrate was evaporated to dryness under reduced pressure to obtain 5.6 g of a mixture of the two isomers of 5ξ-hydroxy-7-amino-6,7,8,9-tetrahydro [5H] benzocycloheptene in the form of resin which was used as is for the next step. Reactants: FC1=CC=C(C(=O)Cl)C=C1 (4-Flurobenzoyl chloride), C(C)(C)(C)OC(N(C(C)(C)C)OC1=C(C=C(C=C1)N)C=1N(N=CC1Br)C)=O (tert-butyl(4-amino-2-(4-bromo-2-methyl-2H-pyrazol-3-yl)phenoxy)-2-methylpropan-2-ylcarbamate), solution, C(C)(C)N(C(C)C)CC (N,N-diisopropylethylamine), C(=O)(C(F)(F)F)O (TFA). The solvent is ClCCl (dichloromethane), ClCCl (dichloromethane). Reaction conditions: time 8 hour. The product is NC(COC1=C(C=C(C=C1)NC(C1=CC=C(C=C1)F)=O)C=1N(N=CC1Br)C)(C)C (N-[4-(2-Amino-2-methyl-propoxy)-3-(4-bromo-2-methyl-2H-pyrazol-3-yl)-phenyl]-4-fluoro-benzamide), TFA-salt. Yield: 92.0%. Reaction SMILES: [F:1][C:2]1[CH:10]=[CH:9][C:5]([C:6](Cl)=[O:7])=[CH:4][CH:3]=1.C(OC(=O)N([O:22][C:23]1[CH:28]=[CH:27][C:26]([NH2:29])=[CH:25][C:24]=1[C:30]1[N:31]([CH3:36])[N:32]=[CH:33][C:34]=1[Br:35])C(C)(C)C)(C)(C)C.C([N:41](CC)[CH:42]([CH3:44])[CH3:43])(C)C.[C:47](O)(C(F)(F)F)=O>ClCCl>[NH2:41][C:42]([CH3:44])([CH3:47])[CH2:43][O:22][C:23]1[CH:28]=[CH:27][C:26]([NH:29][C:6](=[O:7])[C:5]2[CH:9]=[CH:10][C:2]([F:1])=[CH:3][CH:4]=2)=[CH:25][C:24]=1[C:30]1[N:31]([CH3:36])[N:32]=[CH:33][C:34]=1[Br:35]. Reported procedure: 4-Flurobenzoyl chloride (6.630-, 0.056 mmol) was added to a solution of tert-butyl(4-amino-2-(4-bromo-2-methyl-2H-pyrazol-3-yl)phenoxy)-2-methylpropan-2-ylcarbamate (0.25 mL of a 0.2M solution in dichloromethane, 0.050 mmol) and N,N-diisopropylethylamine (13.1 μL, 0.075 mmol) in dichloromethane (0.5 mL) and the reaction vessel was agitated on a mechanical shaker overnight. TFA (0.25 mL) was added, and the reaction vessel was shaken for another 30 min. The solvent was evaporated in vacuo, and the... Starting materials: CC(C)(C)[Si](C)(C)Cl, O=C1CC(Cc2ccccc2)N1, CCN(C(C)C)C(C)C, ClCCl. The product is CC(C)(C)[Si](C)(C)N1C(=O)CC1Cc1ccccc1. As a reaction SMILES: [C:22]([CH3:23])([CH3:24])([CH3:25])[Si:26]([CH3:27])([CH3:28])[Cl:29].[CH2:1]([c:2]1[cH:3][cH:4][cH:5][cH:6][cH:7]1)[CH:8]1[CH2:9][C:10](=[O:12])[NH:11]1.[CH:13]([N:14]([CH2:15][CH3:16])[CH:17]([CH3:18])[CH3:19])([CH3:20])[CH3:21].[Cl:30][CH2:31][Cl:32]>>[CH2:1]([c:2]1[cH:3][cH:4][cH:5][cH:6][cH:7]1)[CH:8]1[CH2:9][C:10](=[O:12])[N:11]1[Si:26]([C:22]([CH3:23])([CH3:24])[CH3:25])([CH3:27])[CH3:28]. The reactants are CN1CCOCC1 (NMM), C(=O)O (Formic acid), C(C)(C)(C)OC(=O)N1CC(CC1)(C(NC=1C=C2C(=NN(C2=CC1)C(C1=CC=CC=C1)(C1=CC=CC=C1)C1=CC=CC=C1)C1=CC=C(C=C1)F)=O)N (3-Amino-3-[3-(4-fluoro-phenyl)-1 trityl-indazol-5-ylcarbamoyl]-pyrrolidine-1-carboxylic acid tert-butyl ester), ClC1=NC(=NC(=N1)OC)OC (2-Chloro-4,6-dimethoxy-1,3,5-triazine). Reagents/catalysts: CN(C)C=1C=CN=CC1 (DMAP). Run in C(Cl)Cl (MeCl2). Product: C(C)(C)(C)OC(=O)N1CC(CC1)(NC=O)C(NC=1C=C2C(=NN(C2=CC1)C(C1=CC=CC=C1)(C1=CC=CC=C1)C1=CC=CC=C1)C1=CC=C(C=C1)F)=O (3-[3-(4-Fluoro-phenyl)-1Trityl-indazol-5-ylcarbamoyl]-3-formylamino-pyrrolidine-1-carboxylic acid tert-butyl ester). Reaction SMILES: [CH:1](O)=[O:2].[C:4]([O:8][C:9]([N:11]1[CH2:15][CH2:14][C:13]([NH2:54])([C:16](=[O:53])[NH:17][C:18]2[CH:19]=[C:20]3[C:24](=[CH:25][CH:26]=2)[N:23]([C:27]([C:40]2[CH:45]=[CH:44][CH:43]=[CH:42][CH:41]=2)([C:34]2[CH:39]=[CH:38][CH:37]=[CH:36][CH:35]=2)[C:28]2[CH:33]=[CH:32][CH:31]=[CH:30][CH:29]=2)[N:22]=[C:21]3[C:46]2[CH:51]=[CH:50][C:49]([F:52])=[CH:48][CH:47]=2)[CH2:12]1)=[O:10])([CH3:7])([CH3:6])[CH3:5].ClC1N=C(OC)N=C(OC)N=1.CN1CCOCC1>CN(C1C=CN=CC=1)C.C(Cl)Cl>[C:4]([O:8][C:9]([N:11]1[CH2:15][CH2:14][C:13]([C:16](=[O:53])[NH:17][C:18]2[CH:19]=[C:20]3[C:24](=[CH:25][CH:26]=2)[N:23]([C:27]([C:28]2[CH:33]=[CH:32][CH:31]=[CH:30][CH:29]=2)([C:40]2[CH:41]=[CH:42][CH:43]=[CH:44][CH:45]=2)[C:34]2[CH:39]=[CH:38][CH:37]=[CH:36][CH:35]=2)[N:22]=[C:21]3[C:46]2[CH:51]=[CH:50][C:49]([F:52])=[CH:48][CH:47]=2)([NH:54][CH:1]=[O:2])[CH2:12]1)=[O:10])([CH3:7])([CH3:5])[CH3:6]. Reported procedure: Formic acid (17 mg, 0.36 mmol) was added to a solution of 3-Amino-3-[3-(4-fluoro-phenyl)-1 trityl-indazol-5-ylcarbamoyl]-pyrrolidine-1-carboxylic acid tert-butyl ester (1P) 250 mg, 0.367 mmol); 2-Chloro-4,6-dimethoxy-1,3,5-triazine (77 mg, 0.44 mmol); DMAP (10 mg) and NMM (50 mg, 0.49 mmol) in MeCl2 (3 ml) at room temperature. The solvent was evaporated and residue chromatographed on silica gel eluting with 3% v/v MeOH/MeCl2 yielding 4P as a white solid (210 mg, 80%) ESMS (MH 710). The reactants are FC(C1=CC=C(C=C1)C1=NSC2=C1C=CC(=C2)C#CCOS(=O)(=O)C)(F)F (Methanesulfonic acid 3-[3-(4-trifluoromethyl-phenyl)-benzo[d]isothiazol-6-yl]-prop-2-ynyl ester), CNCCO (2-Methylaminoethanol). Yields the product CN(CCO)CC#CC1=CC2=C(C(=NS2)C2=CC=C(C=C2)C(F)(F)F)C=C1 (2-(Methyl-{3-[3-(4-trifluoromethyl-phenyl)-benzo[d]isothiazol-6-yl]-prop-2-ynyl}-amino)-ethanol). As a reaction SMILES: [F:1][C:2]([F:27])([F:26])[C:3]1[CH:8]=[CH:7][C:6]([C:9]2[C:13]3[CH:14]=[CH:15][C:16]([C:18]#[C:19][CH2:20]OS(C)(=O)=O)=[CH:17][C:12]=3[S:11][N:10]=2)=[CH:5][CH:4]=1.[CH3:28][NH:29][CH2:30][CH2:31][OH:32]>>[CH3:28][N:29]([CH2:20][C:19]#[C:18][C:16]1[CH:15]=[CH:14][C:13]2[C:9]([C:6]3[CH:5]=[CH:4][C:3]([C:2]([F:27])([F:1])[F:26])=[CH:8][CH:7]=3)=[N:10][S:11][C:12]=2[CH:17]=1)[CH2:30][CH2:31][OH:32]. Procedure: In analogy to example 17.1, Methanesulfonic acid 3-[3-(4-trifluoromethyl-phenyl)-benzo[d]isothiazol-6-yl]-prop-2-ynyl ester and 2-Methylaminoethanol were converted to yield 2-(Methyl-{3-[3-(4-trifluoromethyl-phenyl)-benzo[d]isothiazol-6-yl]-prop-2-ynyl}-amino)-ethanol as light brown oil, MS: 391 (MH+). Reactants: COC(=O)c1cc(Br)cc2c1cnn2-c1ccc(F)cc1, CO, Cl, [Na+], [OH-], O. The product is O=C(O)c1cc(Br)cc2c1cnn2-c1ccc(F)cc1. Reaction SMILES: [CH3:1][O:2][C:3](=[O:4])[c:5]1[c:6]2[cH:7][n:8][n:9](-[c:15]3[cH:16][cH:17][c:18]([F:21])[cH:19][cH:20]3)[c:10]2[cH:11][c:12]([Br:14])[cH:13]1.[CH3:26][OH:27].[ClH:24].[Na+:23].[OH-:22].[OH2:25]>>[O:2]=[C:3]([OH:4])[c:5]1[c:6]2[cH:7][n:8][n:9](-[c:15]3[cH:16][cH:17][c:18]([F:21])[cH:19][cH:20]3)[c:10]2[cH:11][c:12]([Br:14])[cH:13]1.